Task: describe an organic reaction: reactants, conditions, products, and yield. Dataset: the Open Reaction Database (ORD), a public repository of structured organic reaction records Yields the product CCOC(=O)c1cc(CO)cc(C(=O)O)c1. Reactants: CCOC(=O)c1cc(CO)cc(C(=O)OCC)c1, CCO, [Na+], [OH-]. Reaction SMILES: [CH2:1]([CH3:2])[O:3][C:4]([c:5]1[cH:6][c:7]([C:8](=[O:9])[O:10][CH2:11][CH3:12])[cH:13][c:14]([CH2:16][OH:17])[cH:15]1)=[O:18].[CH3:21][CH2:22][OH:23].[Na+:20].[OH-:19]>>[CH2:1]([CH3:2])[O:3][C:4]([c:5]1[cH:6][c:7]([C:8](=[O:9])[OH:10])[cH:13][c:14]([CH2:16][OH:17])[cH:15]1)=[O:18]. Starting materials: S1C(=CC=C1)C1=C2C(=NC=C1)N(C=N2)[C@H]2[C@H](O)[C@H](O)[C@H](O2)CO (7-(2-Thienyl)-3-(β-D-ribofuranosyl)-3H-imidazo[4,5-b]pyridine), C(=O)(O)[O-].[Na+] (NaHCO3), COC1=CC=C(C(C2=CC=C(C=C2)OC)(C2=CC=CC=C2)Cl)C=C1 (4,4′-dimethoxytrityl chloride). The solvent is N1=CC=CC=C1 (pyridine), N1=CC=CC=C1 (pyridine). Reaction conditions: time 2 hour. The product is S1C(=CC=C1)C1=C2C(=NC=C1)N(C=N2)[C@H]2[C@H](O)[C@H](O)[C@H](O2)COC(C2=CC=C(C=C2)OC)(C2=CC=C(C=C2)OC)C2=CC=CC=C2 (7-(2-Thienyl)-3-[5-O-(4,4′-dimethoxytrityl)-β-D-ribofuranosyl]-3H-imidazo[4,5-b]pyridine). Isolated yield 71.1%. Reaction SMILES: [S:1]1[CH:5]=[CH:4][CH:3]=[C:2]1[C:6]1[CH:11]=[CH:10][N:9]=[C:8]2[N:12]([C@@H:15]3[O:21][C@H:20]([CH2:22][OH:23])[C@@H:18]([OH:19])[C@H:16]3[OH:17])[CH:13]=[N:14][C:7]=12.[CH3:24][O:25][C:26]1[CH:47]=[CH:46][C:29]([C:30](Cl)([C:39]2[CH:44]=[CH:43][CH:42]=[CH:41][CH:40]=2)[C:31]2[CH:36]=[CH:35][C:34]([O:37][CH3:38])=[CH:33][CH:32]=2)=[CH:28][CH:27]=1.C([O-])(O)=O.[Na+]>N1C=CC=CC=1>[S:1]1[CH:5]=[CH:4][CH:3]=[C:2]1[C:6]1[CH:11]=[CH:10][N:9]=[C:8]2[N:12]([C@@H:15]3[O:21][C@H:20]([CH2:22][O:23][C:30]([C:39]4[CH:44]=[CH:43][CH:42]=[CH:41][CH:40]=4)([C:31]4[CH:36]=[CH:35][C:34]([O:37][CH3:38])=[CH:33][CH:32]=4)[C:29]4[CH:28]=[CH:27][C:26]([O:25][CH3:24])=[CH:47][CH:46]=4)[C@@H:18]([OH:19])[C@H:16]3[OH:17])[CH:13]=[N:14][C:7]=12 |f:2.3|. Procedure: Compound 11 (99 mg, 0.29 mmol) was azeotroped three times with anhydrous pyridine and then dissolved in pyridine (3.0 ml). To this solution, 4,4′-dimethoxytrityl chloride (106 mg, 0.31 mmol) was added, and the resulting mixture was stirred at room temperature for 2 hours. The reaction mixture was poured into 5% aqueous NaHCO3 and then extracted with ethyl acetate. The organic layer was washed three times with saturated aqueous sodium chloride, dried over Na2SO4, and then evaporated under reduced... Starting materials: O=C(Nc1nc2cc(Br)cnc2s1)c1ccccc1, [Na+], [OH-], O=S(=O)(O)O. Yields the product Nc1nc2cc(Br)cnc2s1. RXN SMILES: [Br:1][c:2]1[cH:3][c:4]2[c:5]([n:6][cH:7]1)[s:8][c:9]([NH:11][C:12](=[O:13])[c:14]1[cH:15][cH:16][cH:17][cH:18][cH:19]1)[n:10]2.[Na+:21].[OH-:20].[S:22](=[O:23])(=[O:24])([OH:25])[OH:26]>>[Br:1][c:2]1[cH:3][c:4]2[c:5]([n:6][cH:7]1)[s:8][c:9]([NH2:11])[n:10]2. The reactants are COC(=O)C1=NN(C=C1)CCC[C@@H](C(=O)O)NC([C@@H](NC(C(C1=CC=CC=C1)C1=CC=CC=C1)=O)CC1=CC(=CC=C1)C)=O (N-[4-(3-methoxycarbonyl-1H-pyrazol-1-yl)-1(S)-carboxybutyl]-3-methyl-Nα-(2,2-diphenylacetyl)-L-phenylalaninamide), CN1CCOCC1 (N-methylmorpholine), ClC(=O)OCC(C)C (isobutyl chloroformate). The solvent is C(Cl)Cl (CH2Cl2). Conditions: time 15 minute. The product is COC(=O)C1=NN(C=C1)CCC[C@@H](C(=O)N)NC([C@@H](NC(C(C1=CC=CC=C1)C1=CC=CC=C1)=O)CC1=CC(=CC=C1)C)=O (N-[4-(3-methoxycarbonyl-1H-pyrazol-1-yl)-1(S)-(aminocarbonyl)-butyl]-3-methyl-Nα-(2,2-diphenylacetyl)-L-phenylalaninamide). As a reaction SMILES: [CH3:1][O:2][C:3]([C:5]1[CH:9]=[CH:8][N:7]([CH2:10][CH2:11][CH2:12][C@H:13]([NH:17][C:18](=[O:44])[C@H:19]([CH2:36][C:37]2[CH:42]=[CH:41][CH:40]=[C:39]([CH3:43])[CH:38]=2)[NH:20][C:21](=[O:35])[CH:22]([C:29]2[CH:34]=[CH:33][CH:32]=[CH:31][CH:30]=2)[C:23]2[CH:28]=[CH:27][CH:26]=[CH:25][CH:24]=2)[C:14]([OH:16])=O)[N:6]=1)=[O:4].C[N:46]1CCOCC1.ClC(OCC(C)C)=O>C(Cl)Cl>[CH3:1][O:2][C:3]([C:5]1[CH:9]=[CH:8][N:7]([CH2:10][CH2:11][CH2:12][C@H:13]([NH:17][C:18](=[O:44])[C@H:19]([CH2:36][C:37]2[CH:42]=[CH:41][CH:40]=[C:39]([CH3:43])[CH:38]=2)[NH:20][C:21](=[O:35])[CH:22]([C:29]2[CH:34]=[CH:33][CH:32]=[CH:31][CH:30]=2)[C:23]2[CH:24]=[CH:25][CH:26]=[CH:27][CH:28]=2)[C:14]([NH2:46])=[O:16])[N:6]=1)=[O:4]. Procedure details: A solution of N-[4-(3-methoxycarbonyl-1H-pyrazol-1-yl)-1(S)-carboxybutyl]-3-methyl-Nα-(2,2-diphenylacetyl)-L-phenylalaninamide (0.3 g, 0.5 mmol)) and N-methylmorpholine (0.17 mL, 1.5 mmol) in CH2Cl2 (50 mL) is cooled to −10° C., and isobutyl chloroformate (0.065 mL, 0.5 mmol) is added dropwise over 10 minutes. After stirring for 15 minutes, ammnonia gas is bubbled into the solution at a moderately vigorous rate for 15 minutes. The solution is then warmed to room temperature over 30 min. CH2Cl2 i... Starting materials: O (Water), ClC=1C=C(C=C(C1)F)C1(CNC1)O (3-(3-chloro-5-fluorophenyl)azetidin-3-ol), C([O-])([O-])=O.[K+].[K+] (potassium carbonate), ICC (iodoethane). Run in C(C)(=O)OCC (ethyl acetate), C(C)#N (acetonitrile). Run at temperature 120 celsius. The product is ClC=1C=C(C=C(C1)F)C1(CN(C1)CC)O (3-(3-chloro-5-fluorophenyl)-1-ethylazetidin-3-ol). Isolated yield 60.1%. As a reaction SMILES: [Cl:1][C:2]1[CH:3]=[C:4]([C:9]2([OH:13])[CH2:12][NH:11][CH2:10]2)[CH:5]=[C:6]([F:8])[CH:7]=1.C(=O)([O-])[O-].[K+].[K+].I[CH2:21][CH3:22].O>C(#N)C.C(OCC)(=O)C>[Cl:1][C:2]1[CH:3]=[C:4]([C:9]2([OH:13])[CH2:12][N:11]([CH2:21][CH3:22])[CH2:10]2)[CH:5]=[C:6]([F:8])[CH:7]=1 |f:1.2.3|. Procedure details: A mixture of 3-(3-chloro-5-fluorophenyl)azetidin-3-ol (0.41 g, 2.03 mmol), potassium carbonate (0.56 g, 4.06 mmol) and iodoethane (0.31 g, 2.03 mmol) in acetonitrile (5 ml) was heated at 120° C. under microwave irradiation for 10 min. Water (50 ml) and ethyl acetate (50 ml) was added and the organic phase was collected. The aqueous phase was extracted with ethyl acetate (2×50 ml). The combined organic phase was dried (Na2SO4) and evaporated under reduced pressure to give the crude product. Purif... The reactants are COC(=O)C1=NN(C(=N1)CCl)C1=C(C=C(C=C1)Cl)C(C1=C(C=CC=C1)Cl)=O (1-[2-(o-chlorobenzoyl)-4-chlorophenyl]-5-(chloromethyl)-1H-1,2,4-triazole-3-carboxylic acid methyl ester), [I-].[Na+] (sodium iodide). Solvent: CC(=O)C (acetone). The product is COC(=O)C1=NN(C(=N1)CI)C1=C(C=C(C=C1)Cl)C(C1=C(C=CC=C1)Cl)=O (1-[2-(o-chlorobenzoyl)-4-chlorophenyl]-5-(iodomethyl)-1H-1,2,4-triazole-3-carboxylic acid methyl ester). Reaction SMILES: [CH3:1][O:2][C:3]([C:5]1[N:9]=[C:8]([CH2:10]Cl)[N:7]([C:12]2[CH:17]=[CH:16][C:15]([Cl:18])=[CH:14][C:13]=2[C:19](=[O:27])[C:20]2[CH:25]=[CH:24][CH:23]=[CH:22][C:21]=2[Cl:26])[N:6]=1)=[O:4].[I-:28].[Na+]>CC(C)=O>[CH3:1][O:2][C:3]([C:5]1[N:9]=[C:8]([CH2:10][I:28])[N:7]([C:12]2[CH:17]=[CH:16][C:15]([Cl:18])=[CH:14][C:13]=2[C:19](=[O:27])[C:20]2[CH:25]=[CH:24][CH:23]=[CH:22][C:21]=2[Cl:26])[N:6]=1)=[O:4] |f:1.2|. Procedure: A solution of 106.2 g (0.250 mole) of 1-[2-(o-chlorobenzoyl)-4-chlorophenyl]-5-(chloromethyl)-1H-1,2,4-triazole-3-carboxylic acid methyl ester and 56.2 g (0.375 mole) of sodium iodide in 2200 ml of acetone is refluxed for 40 minutes. The reaction mixture is thereupon concentrated in vacuo. Water is added to the residue, and extraction is performed twice with methylene chloride. The organic phase is washed twice with diluted aqueous sodium bisulphite solution and twice with saturated sodium chlor... Starting materials: NC=1C[C@H]2N(C1C(=O)OCC1=CC=C(C=C1)[N+](=O)[O-])C([C@@H]2[C@@H](C)O)=O (p-nitrobenzyl (5R,6S)-2-amino-6-[(R)-1-hydroxyethyl]carbapen-2-em-3-carboxylate), N(=[N+]=[N-])CC(=O)Cl (2-azidoacetyl chloride). The reagents and catalysts are CN(C1=CC=NC=C1)C (4-dimethylaminopyridine). Solvent: O1CCCC1 (tetrahydrofuran), O1CCCC1 (tetrahydrofuran), C(C)(=O)OCC (ethyl acetate). Conditions: temperature 0 celsius, time 4 hour. The product is N(=[N+]=[N-])CC(=O)NC=1C[C@H]2N(C1C(=O)OCC1=CC=C(C=C1)[N+](=O)[O-])C([C@@H]2[C@@H](C)O)=O (p-Nitrobenzyl (5R,6S)-2-(2-azido-acetamido)-6-[(R)-1-hydroxyethyl]carbapen-2-em-3-carboxylate). As a reaction SMILES: [NH2:1][C:2]1[CH2:3][C@@H:4]2[C@@H:21]([C@H:22]([OH:24])[CH3:23])[C:20](=[O:25])[N:5]2[C:6]=1[C:7]([O:9][CH2:10][C:11]1[CH:16]=[CH:15][C:14]([N+:17]([O-:19])=[O:18])=[CH:13][CH:12]=1)=[O:8].[N:26]([CH2:29][C:30](Cl)=[O:31])=[N+:27]=[N-:28]>O1CCCC1.CN(C)C1C=CN=CC=1.C(OCC)(=O)C>[N:26]([CH2:29][C:30]([NH:1][C:2]1[CH2:3][C@@H:4]2[C@@H:21]([C@H:22]([OH:24])[CH3:23])[C:20](=[O:25])[N:5]2[C:6]=1[C:7]([O:9][CH2:10][C:11]1[CH:12]=[CH:13][C:14]([N+:17]([O-:19])=[O:18])=[CH:15][CH:16]=1)=[O:8])=[O:31])=[N+:27]=[N-:28]. Reported procedure: A solution of p-nitrobenzyl (5R,6S)-2-amino-6-[(R)-1-hydroxyethyl]carbapen-2-em-3-carboxylate (35 mg, 0.1 mmol) in anhydrous tetrahydrofuran (2 ml) is cooled to -25° C. and treated with 4-dimethylaminopyridine (15.9 mg, 0.13 mmol) and, dropwise over 5 minutes, with a solution of 2-azidoacetyl chloride (14.3 mg, 0.12 mmol) in tetrahydrofuran (0.5 ml). The resulting mixture is stirred under a nitrogen atmosphere at 0° C. for 4 hours. The mixture is diluted with ethyl acetate, washed with pH 3 phos...